Dataset: the Open Reaction Database (ORD), a public repository of structured organic reaction records. Task: describe an organic reaction: reactants, conditions, products, and yield Yields the product FC(C(=O)O)(F)F.C(C)(C)N1CCN(CC1)C1=NC(=NC(=C1)C1=C(C=CC=C1)C(F)(F)F)C#N (4-(4-isopropyl-piperazin-1-yl)-6-(trifluoromethyl-phenyl)-pyrimidine-2-carbonitrile trifluoroacetic acid salt). Conditions: temperature 150 celsius. Reported procedure: To a solution of 4-(piperazin-1-yl)-6-(3-trifluoromethylphenyl)-pyrimidine-2-carbonitrile trifluoroacetic acid salt (Example 1; 50 mg) in acetonitrile (1 ml) was added diisopropylethylamine (39 μl) and 2-bromopropane (15.5 μl). The resulting solution was subjected to microwave heating at 150° C. for 5 mins. Sodium iodide (2 mg) was added and the reaction mixture was subjected to further heating at 180° C. for 30 mins. Reaction mixture was concentrated in vacuo and the residue was dissolved in me... Run in C(C)#N (acetonitrile). The reactants are FC(C(=O)O)(F)F.N1(CCNCC1)C1=NC(=NC(=C1)C1=CC(=CC=C1)C(F)(F)F)C#N (4-(piperazin-1-yl)-6-(3-trifluoromethylphenyl)-pyrimidine-2-carbonitrile trifluoroacetic acid salt), C(C)(C)N(CC)C(C)C (diisopropylethylamine), BrC(C)C (2-bromopropane), [I-].[Na+] (Sodium iodide). As a reaction SMILES: [F:1][C:2]([F:7])([F:6])[C:3]([OH:5])=[O:4].[N:8]1([C:14]2[CH:19]=[C:18]([C:20]3[CH:25]=[CH:24][CH:23]=[C:22](C(F)(F)F)[CH:21]=3)[N:17]=[C:16]([C:30]#[N:31])[N:15]=2)[CH2:13][CH2:12][NH:11][CH2:10][CH2:9]1.[CH:32](N(C(C)C)CC)([CH3:34])[CH3:33].BrC(C)C.[I-].[Na+]>C(#N)C>[F:1][C:2]([F:7])([F:6])[C:3]([OH:5])=[O:4].[CH:32]([N:11]1[CH2:10][CH2:9][N:8]([C:14]2[CH:19]=[C:18]([C:20]3[CH:25]=[CH:24][CH:23]=[CH:22][C:21]=3[C:2]([F:7])([F:6])[F:1])[N:17]=[C:16]([C:30]#[N:31])[N:15]=2)[CH2:13][CH2:12]1)([CH3:34])[CH3:33] |f:0.1,4.5,7.8|. Starting materials: C=C(CCC(=O)OCc1ccccc1)CCC(=O)OCc1ccccc1, C1CCOC1, [I-], [Na+]. Yields the product O=C(CCC(CI)CCC(=O)OCc1ccccc1)OCc1ccccc1. As a reaction SMILES: [CH2:1]([c:2]1[cH:3][cH:4][cH:5][cH:6][cH:7]1)[O:8][C:9]([CH2:10][CH2:11][C:12]([CH2:13][CH2:14][C:15](=[O:16])[O:17][CH2:18][c:19]1[cH:20][cH:21][cH:22][cH:23][cH:24]1)=[CH2:25])=[O:26].[CH2:29]1[O:30][CH2:31][CH2:32][CH2:33]1.[I-:27].[Na+:28]>>[CH2:1]([c:2]1[cH:3][cH:4][cH:5][cH:6][cH:7]1)[O:8][C:9]([CH2:10][CH2:11][CH:12]([CH2:13][CH2:14][C:15](=[O:16])[O:17][CH2:18][c:19]1[cH:20][cH:21][cH:22][cH:23][cH:24]1)[CH2:25][I:27])=[O:26].